Dataset: the Open Reaction Database (ORD), a public repository of structured organic reaction records. Task: describe an organic reaction: reactants, conditions, products, and yield Starting materials: Cc1cnc(N2CCN(C(=O)c3ccc(Br)c(Cl)c3)CC2)c(C)c1, CC1COC(=O)N1. The product is Cc1cnc(N2CCN(C(=O)c3ccc(N4C(=O)OCC4C)c(Cl)c3)CC2)c(C)c1. RXN SMILES: [Br:1][c:2]1[c:3]([Cl:24])[cH:4][c:5]([C:8](=[O:9])[N:10]2[CH2:11][CH2:12][N:13]([c:16]3[n:17][cH:18][c:19]([CH3:23])[cH:20][c:21]3[CH3:22])[CH2:14][CH2:15]2)[cH:6][cH:7]1.[CH3:25][CH:26]1[NH:27][C:28](=[O:31])[O:29][CH2:30]1>>[c:2]1([N:27]2[CH:26]([CH3:25])[CH2:30][O:29][C:28]2=[O:31])[c:3]([Cl:24])[cH:4][c:5]([C:8](=[O:9])[N:10]2[CH2:11][CH2:12][N:13]([c:16]3[n:17][cH:18][c:19]([CH3:23])[cH:20][c:21]3[CH3:22])[CH2:14][CH2:15]2)[cH:6][cH:7]1. Starting materials: OH, C(CCCCCCCCCC(C)C)O (isotridecyl alcohol), [OH-].[Na+] (NaOH), 240. Reaction conditions: temperature 340 celsius. The product is C(CCCCCCCCCC(C)C)(=O)O (Isotridecanoic Acid). As a reaction SMILES: [CH2:1]([OH:14])[CH2:2][CH2:3][CH2:4][CH2:5][CH2:6][CH2:7][CH2:8][CH2:9][CH2:10][CH:11]([CH3:13])[CH3:12].[OH-:15].[Na+]>>[C:1]([OH:15])(=[O:14])[CH2:2][CH2:3][CH2:4][CH2:5][CH2:6][CH2:7][CH2:8][CH2:9][CH2:10][CH:11]([CH3:12])[CH3:13] |f:1.2|. Procedure details: 180 kg of isotridecyl alcohol and 33.6 kg of NaOH were introduced into the 350 liter reactor and heated to 340° C. under a nitrogen pressure of 6 bar. The process was otherwise carried out as described in Example 1. The product obtained had an acid value of 240 and an OH value of 6.3. Reactants: C1(CCCCCC1)NCC1=CC(=CC=C1)CNC1CCCCCC1 (N,N'-dicycloheptyl-m-xylylenediamine), FC1=C(C=CC(=C1)F)N=C=O (2,4-difluorophenyl isocyanate). The solvent is CCCCCC (n-hexane), CCCCCC (n-hexan). Conditions: time 2 hour. The product is C1(CCCCCC1)N(C(=O)NC1=C(C=C(C=C1)F)F)CC1=CC(=CC=C1)CN(C(=O)NC1=C(C=C(C=C1)F)F)C1CCCCCC1 (1,3-bis[[1-cycloheptyl-3-(2,4-difluorophenyl)ureido]methyl]benzene). The yield is 82.3%. As a reaction SMILES: [CH:1]1([NH:8][CH2:9][C:10]2[CH:15]=[CH:14][CH:13]=[C:12]([CH2:16][NH:17][CH:18]3[CH2:24][CH2:23][CH2:22][CH2:21][CH2:20][CH2:19]3)[CH:11]=2)[CH2:7][CH2:6][CH2:5][CH2:4][CH2:3][CH2:2]1.[F:25][C:26]1[CH:31]=[C:30]([F:32])[CH:29]=[CH:28][C:27]=1[N:33]=[C:34]=[O:35]>CCCCCC>[CH:18]1([N:17]([CH2:16][C:12]2[CH:13]=[CH:14][CH:15]=[C:10]([CH2:9][N:8]([CH:1]3[CH2:7][CH2:6][CH2:5][CH2:4][CH2:3][CH2:2]3)[C:34]([NH:33][C:27]3[CH:28]=[CH:29][C:30]([F:32])=[CH:31][C:26]=3[F:25])=[O:35])[CH:11]=2)[C:34]([NH:33][C:27]2[CH:28]=[CH:29][C:30]([F:32])=[CH:31][C:26]=2[F:25])=[O:35])[CH2:24][CH2:23][CH2:22][CH2:21][CH2:20][CH2:19]1. Reported procedure: To a solution of 1 g N,N'-dicycloheptyl-m-xylylenediamine in 50 ml n-hexane, was added dropwise with stirring 5 ml of a n-hexan solution containing 1 g 2,4-difluorophenyl isocyanate under ice cooling. Stirring was continued at room temperature for two hours, the solvent was distilled off under reduced pressure, and the residue was purified by silica gel column chromatography and then recrystallized from isopropanol, giving 1.6 g of 1,3-bis[[1-cycloheptyl-3-(2,4-difluorophenyl)ureido]methyl]benze... The reactants are COC(=O)C1CC2CCC1N2Cc1cc(C)cc(C)c1, O=CO. Product: COC(=O)C1CC2CCC1N2. Reaction SMILES: [C:1](=[O:2])([O:3][CH3:4])[CH:5]1[CH:6]2[CH2:7][CH2:8][CH:9]([CH2:10]1)[N:11]2[CH2:12][c:13]1[cH:14][c:15]([CH3:16])[cH:17][c:18]([CH3:19])[cH:20]1.[CH:21]([OH:22])=[O:23]>>[C:1](=[O:2])([O:3][CH3:4])[CH:5]1[CH:6]2[CH2:7][CH2:8][CH:9]([CH2:10]1)[NH:11]2. The reactants are [N+](=O)(O)[O-].C12(CCCC1)OC1=C(C(C2)N2C=NC=C2C(=O)OC)C=CC=C1 (methyl 1-[3,4-dihydrospiro-[2H-1-benzopyran-2,1'-cyclopentan]-4-yl]-1H-imidazole-5-carboxylate mononitrate), CO (methanol), BrBr (bromine). The solvent is O (water). Run at time 1 hour. The product is [N+](=O)(O)[O-].BrC=1C=CC2=C(C(CC3(CCCC3)O2)N2C=NC=C2C(=O)OC)C1 (methyl 1-(6-bromo-3,4-dihydrospiro-[2H-1-benzopyran-2,1'-cyclopentan]-4-yl)-1H-imidazole-5-carboxylate mononitrate). Yield: 48.4%. Reaction SMILES: [N+:1]([O-:4])([OH:3])=[O:2].[C:5]12([CH2:14][CH:13]([N:15]3[C:19]([C:20]([O:22][CH3:23])=[O:21])=[CH:18][N:17]=[CH:16]3)[C:12]3[CH:24]=[CH:25][CH:26]=[CH:27][C:11]=3[O:10]1)[CH2:9][CH2:8][CH2:7][CH2:6]2.CO.[Br:30]Br>O>[N+:1]([O-:4])([OH:3])=[O:2].[Br:30][C:25]1[CH:26]=[CH:27][C:11]2[O:10][C:5]3([CH2:9][CH2:8][CH2:7][CH2:6]3)[CH2:14][CH:13]([N:15]3[C:19]([C:20]([O:22][CH3:23])=[O:21])=[CH:18][N:17]=[CH:16]3)[C:12]=2[CH:24]=1 |f:0.1,5.6|. Procedure details: To a stirred solution of 6.0 parts of methyl 1-[3,4-dihydrospiro-[2H-1-benzopyran-2,1'-cyclopentan]-4-yl]-1H-imidazole-5-carboxylate mononitrate in 135 parts of methanol were added 3.2 parts of bromine. The mixture was stirred for 1 hour at room temperature. The reaction mixture was poured into water and the whole was made alkaline. The product was extracted with 1,1'-oxybisethane. The extract was dried, filtered and evaporated. The residue was converted into the nitrate salt in a mixture of 16 ... Starting materials: N1=C(C=CC=C1)C(=O)O (picolinic acid), C(CCCCCCCCCCCCCCC(C)C)O (isooctadecyl alcohol). The product is N1=C(C=CC=C1)C(=O)OCCCCCCCCCCCCCCCC(C)C (Isooctadecyl picolinate). Reaction SMILES: [N:1]1[CH:6]=[CH:5][CH:4]=[CH:3][C:2]=1[C:7]([OH:9])=[O:8].[CH2:10](O)[CH2:11][CH2:12][CH2:13][CH2:14][CH2:15][CH2:16][CH2:17][CH2:18][CH2:19][CH2:20][CH2:21][CH2:22][CH2:23][CH2:24][CH:25]([CH3:27])[CH3:26]>>[N:1]1[CH:6]=[CH:5][CH:4]=[CH:3][C:2]=1[C:7]([O:9][CH2:10][CH2:11][CH2:12][CH2:13][CH2:14][CH2:15][CH2:16][CH2:17][CH2:18][CH2:19][CH2:20][CH2:21][CH2:22][CH2:23][CH2:24][CH:25]([CH3:26])[CH3:27])=[O:8]. Procedure details: Isooctadecyl picolinate was prepared using the method of Example 7 from picolinic acid and isooctadecyl alcohol, the commercial material obtained from Farbwerke Hoechst AG and described in Example 8. The light brown, oily product of the reaction had an estimated purity of 93.5%. Reactants: O=CC1=C(Br)CCCC1, [BH3-]C#N, CCOC(=O)c1ccc(N2CCNCC2)cc1, CCO, CC(=O)O, [Na+]. The product is CCOC(=O)c1ccc(N2CCN(CC3=C(Br)CCCC3)CC2)cc1. As a reaction SMILES: [Br:1][C:2]1=[C:3]([CH:8]=[O:9])[CH2:4][CH2:5][CH2:6][CH2:7]1.[C:30]([BH3-:31])#[N:32].[CH2:10]([CH3:11])[O:12][C:13]([c:14]1[cH:15][cH:16][c:17]([N:20]2[CH2:21][CH2:22][NH:23][CH2:24][CH2:25]2)[cH:18][cH:19]1)=[O:26].[CH3:27][CH2:28][OH:29].[CH3:34][C:35](=[O:36])[OH:37].[Na+:33]>>[Br:1][C:2]1=[C:3]([CH2:8][N:23]2[CH2:22][CH2:21][N:20]([c:17]3[cH:16][cH:15][c:14]([C:13]([O:12][CH2:10][CH3:11])=[O:26])[cH:19][cH:18]3)[CH2:25][CH2:24]2)[CH2:4][CH2:5][CH2:6][CH2:7]1.